Dataset: the Open Reaction Database (ORD), a public repository of structured organic reaction records. Task: describe an organic reaction: reactants, conditions, products, and yield Reactants: CC(C)(C)OC(=O)NCC(=O)NCCCCc1ccccc1, Cl, C1COCCO1. The product is Cl, NCC(=O)NCCCCc1ccccc1. RXN SMILES: [C:1]([O:2][C:3](=[O:4])[NH:7][CH2:8][C:9]([NH:10][CH2:11][CH2:12][CH2:13][CH2:14][c:15]1[cH:16][cH:17][cH:18][cH:19][cH:20]1)=[O:21])([CH3:5])([CH3:6])[CH3:22].[ClH:23].[O:24]1[CH2:25][CH2:26][O:27][CH2:28][CH2:29]1>>[ClH:23].[NH2:7][CH2:8][C:9]([NH:10][CH2:11][CH2:12][CH2:13][CH2:14][c:15]1[cH:16][cH:17][cH:18][cH:19][cH:20]1)=[O:21]. The reactants are BrB(Br)Br, ClCCl, COc1ccc(Cl)c(F)c1C=O. Product: O=Cc1c(O)ccc(Cl)c1F. As a reaction SMILES: [B:13]([Br:14])([Br:15])[Br:16].[Cl:17][CH2:18][Cl:19].[Cl:1][c:2]1[c:3]([F:12])[c:4]([CH:5]=[O:6])[c:7]([O:10][CH3:11])[cH:8][cH:9]1>>[Cl:1][c:2]1[c:3]([F:12])[c:4]([CH:5]=[O:6])[c:7]([OH:10])[cH:8][cH:9]1.